From a dataset of the Open Reaction Database (ORD), a public repository of structured organic reaction records. describe an organic reaction: reactants, conditions, products, and yield The reactants are CCN(CC(=O)O)c1ccc(C=O)cc1[N+](=O)[O-], CCO, CC(=O)O, O. The product is CCN(CC(=O)O)c1ccc(CO)cc1[N+](=O)[O-]. Reaction SMILES: [CH2:1]([CH3:2])[N:3]([CH2:4][C:5](=[O:6])[OH:7])[c:8]1[c:9]([N+:16](=[O:17])[O-:18])[cH:10][c:11]([CH:14]=[O:15])[cH:12][cH:13]1.[CH3:19][CH2:20][OH:21].[CH3:22][C:23](=[O:24])[OH:25].[OH2:26]>>[CH2:1]([CH3:2])[N:3]([CH2:4][C:5](=[O:6])[OH:7])[c:8]1[c:9]([N+:16](=[O:17])[O-:18])[cH:10][c:11]([CH2:14][OH:15])[cH:12][cH:13]1. Reaction SMILES: [F:1][C:2]([F:7])([F:6])[C:3]([OH:5])=[O:4].[CH:8]1([C:14]2([OH:25])[CH2:17][N:16](C(OC(C)(C)C)=O)[CH2:15]2)[CH2:13][CH2:12][CH2:11][CH2:10][CH2:9]1>ClCCl>[F:1][C:2]([F:7])([F:6])[C:3]([OH:5])=[O:4].[CH:8]1([C:14]2([OH:25])[CH2:17][NH:16][CH2:15]2)[CH2:9][CH2:10][CH2:11][CH2:12][CH2:13]1 |f:3.4|. Procedure: 1 ml of trifluoroacetic acid is added to a solution containing 120 mg (0.47 mmol) of 3-cyclohexyl-3-hydroxy-1-(tert-butoxycarbonyl)azetidine dissolved in 3 ml of dichloromethane. The reaction medium is stirred at ambient temperature for 1 hour and then concentrated to dryness and used without further purification. Reactants: FC(C(=O)O)(F)F (trifluoroacetic acid), C1(CCCCC1)C1(CN(C1)C(=O)OC(C)(C)C)O (3-cyclohexyl-3-hydroxy-1-(tert-butoxycarbonyl)azetidine). Solvent: ClCCl (dichloromethane). The product is FC(C(=O)O)(F)F.C1(CCCCC1)C1(CNC1)O (3-Cyclohexylazetidin-3-ol trifluoroacetate). Run at time 1 hour. Reactants: CCCCCCCCC=CCCCCCCCC(=O)Nc1ccc(OC(=O)CCNC(=O)C2OC(C)(C)OCC2(C)C)cc1, CC(=O)O, O. The product is CCCCCCCCC=CCCCCCCCC(=O)Nc1ccc(OC(=O)CCNC(=O)C(O)C(C)(C)CO)cc1. As a reaction SMILES: [CH3:1][C:2]1([CH3:44])[O:3][CH2:4][C:5]([CH3:42])([CH3:43])[CH:6]([C:8](=[O:9])[NH:10][CH2:11][CH2:12][C:13](=[O:14])[O:15][c:16]2[cH:17][cH:18][c:19]([NH:22][C:23]([CH2:24][CH2:25][CH2:26][CH2:27][CH2:28][CH2:29][CH2:30][CH:31]=[CH:32][CH2:33][CH2:34][CH2:35][CH2:36][CH2:37][CH2:38][CH2:39][CH3:40])=[O:41])[cH:20][cH:21]2)[O:7]1.[CH3:45][C:46](=[O:47])[OH:48].[OH2:49]>>[OH:3][CH2:4][C:5]([CH:6]([OH:7])[C:8](=[O:9])[NH:10][CH2:11][CH2:12][C:13](=[O:14])[O:15][c:16]1[cH:17][cH:18][c:19]([NH:22][C:23]([CH2:24][CH2:25][CH2:26][CH2:27][CH2:28][CH2:29][CH2:30][CH:31]=[CH:32][CH2:33][CH2:34][CH2:35][CH2:36][CH2:37][CH2:38][CH2:39][CH3:40])=[O:41])[cH:20][cH:21]1)([CH3:42])[CH3:43]. Starting materials: O1C=C(C2=C1C=CC=C2)C2=CCN(CC2)C(=O)OC(C)(C)C (tert-butyl 4-(benzofuran-3-yl)-5,6-dihydropyridine-1(2H)-carboxylate), Cl (hydrochloric acid). Run in O1CCOCC1 (dioxane), ClCCl (dichloromethane). Run at time 2 hour. Product: Cl.O1C=C(C2=C1C=CC=C2)C=2CCNCC2 (4-(benzofuran-3-yl)-1,2,3,6-tetrahydropyridine hydrochloride). Isolated yield 84.5%. As a reaction SMILES: [O:1]1[C:5]2[CH:6]=[CH:7][CH:8]=[CH:9][C:4]=2[C:3]([C:10]2[CH2:15][CH2:14][N:13](C(OC(C)(C)C)=O)[CH2:12][CH:11]=2)=[CH:2]1.[ClH:23]>ClCCl.O1CCOCC1>[ClH:23].[O:1]1[C:5]2[CH:6]=[CH:7][CH:8]=[CH:9][C:4]=2[C:3]([C:10]2[CH2:15][CH2:14][NH:13][CH2:12][CH:11]=2)=[CH:2]1 |f:4.5|. Procedure details: To a stirred solution of tert-butyl 4-(benzofuran-3-yl)-5,6-dihydropyridine-1(2H)-carboxylate (2.06 g, 6.88 mmol) in dichloromethane (50 ml) was added at room temperature hydrochloric acid solution (4M in dioxane, 25.8 ml, 103 mmol) and the reaction mixture was allowed to stir for 2 h. The reaction mixture was diluted with dioxane (25 ml), the precipitate was collected by filtration, washed with dioxane and dried to yield 4-(benzofuran-3-yl)-1,2,3,6-tetrahydropyridine hydrochloride as off-white ...